From a dataset of the Open Reaction Database (ORD), a public repository of structured organic reaction records. describe an organic reaction: reactants, conditions, products, and yield Starting materials: C(CCCCCCC(C)C)O (isodecyl alcohol), C(C(=C)C)(=O)OC (methyl methacrylate), C[Sn](C)(Cl)Cl (dimethyltin dichloride), C[O-].[Na+] (sodium methoxide), COC1=CC=C(C=C1)O (4-methoxyphenol), C1(O)=CC=C(O)C=C1 (hydroquinone). The solvent is CCCCCCC (heptane). Yields the product 185.9, C(C(=C)C)(=O)OCCCCCCCC(C)C (isodecyl methacrylate). Isolated yield 97.6%. RXN SMILES: [CH2:1]([OH:11])[CH2:2][CH2:3][CH2:4][CH2:5][CH2:6][CH2:7][CH:8]([CH3:10])[CH3:9].[C:12](OC)(=[O:16])[C:13]([CH3:15])=[CH2:14].C[Sn](Cl)(Cl)C.C[O-].[Na+].COC1C=CC(O)=CC=1.C1(C=CC(O)=CC=1)O>CCCCCCC>[C:12]([O:11][CH2:1][CH2:2][CH2:3][CH2:4][CH2:5][CH2:6][CH2:7][CH:8]([CH3:9])[CH3:10])(=[O:16])[C:13]([CH3:15])=[CH2:14] |f:3.4|. Reported procedure: In a similar manner, 634.3 parts isodecyl alcohol, 603 parts methyl methacrylate, 220.6 parts heptane, 3.1 parts dimethyltin dichloride, 1.4 parts sodium methoxide (molar ratio 1.84:1) 2.21 parts 4-methoxyphenol and 0.73 parts hydroquinone were reacted as in Example 1 to yield 185.9 parts (97.6 percent yield, based on starting alcohol) of isodecyl methacrylate having a purity of 99.0 percent and containing no detectable tin. Starting materials: COc1ccc(CCl)cc1, CCOC(C)=O, CC(C)CC(NS(=O)(=O)c1ccc(Cl)cc1)C(N)=O, [K+], [K+], O=C([O-])[O-], CN(C)C=O. The product is COc1ccc(CN(C(CC(C)C)C(N)=O)S(=O)(=O)c2ccc(Cl)cc2)cc1. As a reaction SMILES: [CH3:26][O:27][c:28]1[cH:29][cH:30][c:31]([CH2:32][Cl:33])[cH:34][cH:35]1.[CH3:41][CH2:42][O:43][C:44]([CH3:45])=[O:46].[Cl:1][c:2]1[cH:3][cH:4][c:5]([S:8](=[O:9])(=[O:10])[NH:11][CH:12]([C:13](=[O:14])[NH2:15])[CH2:16][CH:17]([CH3:18])[CH3:19])[cH:6][cH:7]1.[K+:20].[K+:21].[O-:22][C:23]([O-:24])=[O:25].[O:36]=[CH:37][N:38]([CH3:39])[CH3:40]>>[Cl:1][c:2]1[cH:3][cH:4][c:5]([S:8](=[O:9])(=[O:10])[N:11]([CH:12]([C:13](=[O:14])[NH2:15])[CH2:16][CH:17]([CH3:18])[CH3:19])[CH2:32][c:31]2[cH:30][cH:29][c:28]([O:27][CH3:26])[cH:35][cH:34]2)[cH:6][cH:7]1.